This data is from the Open Reaction Database (ORD), a public repository of structured organic reaction records. The task is: describe an organic reaction: reactants, conditions, products, and yield The reactants are FC(C(=O)O)(F)F (Trifluoroacetic acid), CN1C(N(CC1C(=O)OC(C)(C)C)C1=NC=NC(=C1)C(F)(F)F)=O (1,1-dimethylethyl 3-methyl-2-oxo-1-[6-(trifluoromethyl)-4-pyrimidinyl]-4-imidazolidinecarboxylate), ClCCl (dichloromethane). Conditions: time 6 hour. The product is Cl.CN1C(N(CC1C(=O)O)C1=NC=NC(=C1)C(F)(F)F)=O (3-methyl-2-oxo-1-[6-(trifluoromethyl)-4-pyrimidinyl]-4-imidazolidinecarboxylic acid hydrochloride salt). RXN SMILES: FC(F)(F)C(O)=O.[CH3:8][N:9]1[CH:13]([C:14]([O:16]C(C)(C)C)=[O:15])[CH2:12][N:11]([C:21]2[CH:26]=[C:25]([C:27]([F:30])([F:29])[F:28])[N:24]=[CH:23][N:22]=2)[C:10]1=[O:31].[Cl:32]CCl>>[ClH:32].[CH3:8][N:9]1[CH:13]([C:14]([OH:16])=[O:15])[CH2:12][N:11]([C:21]2[CH:26]=[C:25]([C:27]([F:30])([F:29])[F:28])[N:24]=[CH:23][N:22]=2)[C:10]1=[O:31] |f:3.4|. Procedure: A solution of 1,1-dimethylethyl 3-methyl-2-oxo-4-imidazolidinecarboxylate (800 mg, 4.00 mmol) (prepared as described in step (iii) of Example 13, starting from (4S)-2-oxo-3-{[(phenylmethyl)oxy]carbonyl}-4-imidazolidinecarboxylic acid) and 4-chloro-6-(trifluoromethyl)pyrimidine (729 mg, 4.00 mmol) in 1,4-dioxane (40 ml) was treated with cesium carbonate (1953 mg, 5.99 mmol), Xantphos™ (173 mg, 0.300 mmol) and tris(dibenzylideneacetone)dipalladium(0) (91 mg, 0.100 mmol) and the reaction mixture wa... The reactants are N1C(=CC=C1)\C=C\1/C(NC2=CC=CC=C12)=O (Z-(1H-Pyrrol-2-ylmethylene)-1,3-dihydro-indol-2-one), C=O (paraformaldehyde), N1CCOCC1 (morpholine), C=O (paraformaldehyde), N1CCOCC1 (morpholine). Solvent: O1CCOCC1 (dioxane), CCO (EtOH), CCO (EtOH). Yields the product N1(CCOCC1)CN1C(C(C2=CC=CC=C12)=CC=1NC=CC1)=O (1-Morpholin-4-ylmethyl-3-(1H-pyrrol-2-ylmethylene)-1,3-dihydro-indol-2-one). Yield: 49.9%. As a reaction SMILES: [NH:1]1[CH:5]=[CH:4][CH:3]=[C:2]1/[CH:6]=[C:7]1\[C:8](=[O:16])[NH:9][C:10]2[C:15]\1=[CH:14][CH:13]=[CH:12][CH:11]=2.[CH2:17]=O.[NH:19]1[CH2:24][CH2:23][O:22][CH2:21][CH2:20]1>O1CCOCC1.CCO>[N:19]1([CH2:17][N:9]2[C:10]3[C:15](=[CH:14][CH:13]=[CH:12][CH:11]=3)[C:7](=[CH:6][C:2]3[NH:1][CH:5]=[CH:4][CH:3]=3)[C:8]2=[O:16])[CH2:24][CH2:23][O:22][CH2:21][CH2:20]1. Reported procedure: A mixture of Z-(1H-Pyrrol-2-ylmethylene)-1,3-dihydro-indol-2-one (120 mg, 0.57 mmol), paraformaldehyde (32 mg, 1.1 mmol), and morpholine (62.2 μL, 0.71 mmol) in 8.0 mL of 20% dioxane in EtOH was heated at reflux for 19.5 h. The reaction mixture was concentrated and paraformaldehyde (10.0 mg, 0.33 mmol), morpholine (15 μL, 0.17 mmol) and EtOH (7 mL) was added. The reaction mixture refluxed for 24 h. The reaction mixture was cooled to room temperature and concentrated. The residue was dissolved in... Reactants: CCOC(=O)C (EtOAc), C(C)(C)(C)OC(=O)N1CCC=2C(=C(N3N=CC=C3N2)Cl)CC1 (10-chloro-5,6,8,9-tetrahydro-1,4,7,10a-tetraaza-cyclohepta[f]indene-7-carboxylic acid tert-butyl ester), Cl.N1[C@@H](CC1)CO ((S)-azetidin-2-yl-methanol hydrogen chloride), CCN(C(C)C)C(C)C (DIPEA). Solvent: C(C)O (ethanol). Run at temperature 80 celsius. The product is C(C)(C)(C)OC(=O)N1CCC=2C(=C(N3N=CC=C3N2)N2[C@@H](CC2)CO)CC1 ((S)-10-(2-Hydroxymethyl-azetidin-1-yl)-5,6,8,9-tetrahydro-1,4,7,10a-tetraaza-cyclohepta[f]indene-7-carboxylicacid tert-butyl ester). RXN SMILES: [C:1]([O:5][C:6]([N:8]1[CH2:22][CH2:21][C:12]2=[C:13](Cl)[N:14]3[C:18]([N:19]=[C:11]2[CH2:10][CH2:9]1)=[CH:17][CH:16]=[N:15]3)=[O:7])([CH3:4])([CH3:3])[CH3:2].Cl.[NH:24]1[CH2:27][CH2:26][C@H:25]1[CH2:28][OH:29].CCN(C(C)C)C(C)C.CCOC(C)=O>C(O)C>[C:1]([O:5][C:6]([N:8]1[CH2:22][CH2:21][C:12]2=[C:13]([N:24]3[CH2:27][CH2:26][C@H:25]3[CH2:28][OH:29])[N:14]3[C:18]([N:19]=[C:11]2[CH2:10][CH2:9]1)=[CH:17][CH:16]=[N:15]3)=[O:7])([CH3:4])([CH3:3])[CH3:2] |f:1.2|. Procedure details: To 50 mg (0.155 mmol) 10-chloro-5,6,8,9-tetrahydro-1,4,7,10a-tetraaza-cyclohepta[f]indene-7-carboxylic acid tert-butyl ester (route 1, from step a to d) and 22 mg (0.17 mmol) (S)-azetidin-2-yl-methanol hydrogen chloride in 2 mL ethanol was added 2 mL (0.31 mmol) DIPEA, and the reaction mixture was heated at 80° C. for 19 hours. The reaction was cooled to room temperature and 20 mL EtOAc was added. The organic layer was washed with 10 mL citric acid (1 M), H2O (2×10 mL), 10 mL saturated brine, an...